From a dataset of the Open Reaction Database (ORD), a public repository of structured organic reaction records. describe an organic reaction: reactants, conditions, products, and yield Reactants: CCOCC, COC(=O)C(=O)c1cc(OC)c(OCCOc2ccc3ccccc3c2)c(OC)c1, CCCCCC, CO, [Na+], C1CCOC1, [OH-], O. Product: COc1cc(C(=O)C(=O)O)cc(OC)c1OCCOc1ccc2ccccc2c1. Reaction SMILES: [CH2:39]([O:40][CH2:41][CH3:42])[CH3:43].[CH3:1][O:2][C:3]([C:4]([c:5]1[cH:6][c:7]([O:27][CH3:28])[c:8]([O:13][CH2:14][CH2:15][O:16][c:17]2[cH:18][c:19]3[cH:20][cH:21][cH:22][cH:23][c:24]3[cH:25][cH:26]2)[c:9]([O:11][CH3:12])[cH:10]1)=[O:29])=[O:30].[CH3:33][CH2:34][CH2:35][CH2:36][CH2:37][CH3:38].[CH3:44][OH:45].[Na+:32].[O:46]1[CH2:47][CH2:48][CH2:49][CH2:50]1.[OH-:31].[OH2:51]>>[O:2]=[C:3]([C:4]([c:5]1[cH:6][c:7]([O:27][CH3:28])[c:8]([O:13][CH2:14][CH2:15][O:16][c:17]2[cH:18][c:19]3[cH:20][cH:21][cH:22][cH:23][c:24]3[cH:25][cH:26]2)[c:9]([O:11][CH3:12])[cH:10]1)=[O:29])[OH:30]. Yield: 85.0%. The product is NC(C)(P(O)(=O)O)P(O)(=O)O (1-aminoethane-1, 1-diphosphonic acid). Starting materials: P(O)(O)O (phosphorous acid), C(CC)(=O)O (propionic acid), C(C)#N (acetonitrile). RXN SMILES: [P:1]([OH:4])([OH:3])[OH:2].C(O)(=O)CC.[C:10](#[N:12])[CH3:11]>>[NH2:12][C:10]([P:1]([OH:4])(=[O:2])[OH:3])([P:1]([OH:4])(=[O:3])[OH:2])[CH3:11]. Procedure details: Into a reactor similar to the above were charged 174 g phosphorous acid and 92 g propionic acid. 41.5 g acetonitrile was introduced slowly for 72 minutes at 135°-140° C. into the agitated mixture which was maintained for an additional 10 hours at that temperature. The 1-aminoethane-1, 1-diphosphonic acid produced was isolated from the reaction mixture in the same manner as described in Example 1. The yield was 85% of the theory calculated on the acetonitrile employed. Reactants: [Br-], C1CCOC1, CCOC(=O)Cc1ccc(Oc2ccc(C(=O)NCCc3ccc(Cl)cc3)cc2)c(Br)c1, [Zn+]c1cccs1. Product: CCOC(=O)Cc1ccc(Oc2ccc(C(=O)NCCc3ccc(Cl)cc3)cc2)c(-c2cccs2)c1. Reaction SMILES: [Br-:33].[CH2:40]1[O:41][CH2:42][CH2:43][CH2:44]1.[Cl:1][c:2]1[cH:3][cH:4][c:5]([CH2:6][CH2:7][NH:8][C:9](=[O:10])[c:11]2[cH:12][cH:13][c:14]([O:15][c:16]3[c:17]([Br:28])[cH:18][c:19]([CH2:22][C:23](=[O:24])[O:25][CH2:26][CH3:27])[cH:20][cH:21]3)[cH:29][cH:30]2)[cH:31][cH:32]1.[s:34]1[c:35]([Zn+:39])[cH:36][cH:37][cH:38]1>>[Cl:1][c:2]1[cH:3][cH:4][c:5]([CH2:6][CH2:7][NH:8][C:9](=[O:10])[c:11]2[cH:12][cH:13][c:14]([O:15][c:16]3[c:17](-[c:35]4[s:34][cH:38][cH:37][cH:36]4)[cH:18][c:19]([CH2:22][C:23](=[O:24])[O:25][CH2:26][CH3:27])[cH:20][cH:21]3)[cH:29][cH:30]2)[cH:31][cH:32]1. Reactants: C(=O)(O)CN1[C@H](C(=O)N(C([C@@H](N)[C@@H](C)CC)=O)CC2=CC=CC=C2)CCC1 (L-isoleucine, N-[1-(carboxymethyl)-L-prolyl] benzylamide), 4-N,N-dimethylaminopyridine, C1(CCCCC1)N=C=NC1CCCCC1 (1,3-dicyclohexylcarbodiimide), CC([C@H](O)C1=CC=CC=C1)C ((S)-2-methyl-1-phenyl-1-propanol). Run in ClCCl (dichloromethane). The product is CC([C@H](OC(CN1[C@H](C(=O)N(C([C@@H](N)[C@@H](C)CC)=O)CC2=CC=CC=C2)CCC1)=O)C1=CC=CC=C1)C (L-isoleucine, N-[1-(2-(2-methyl-1-(S)-phenyl-1-propoxy)-2-oxoethyl)-L-prolyl] benzylamide). The yield is 32.0%. Reaction SMILES: [C:1]([CH2:4][N:5]1[CH2:27][CH2:26][CH2:25][C@H:6]1[C:7]([N:9]([CH2:18][C:19]1[CH:24]=[CH:23][CH:22]=[CH:21][CH:20]=1)[C:10](=[O:17])[C@H:11]([C@H:13]([CH2:15][CH3:16])[CH3:14])[NH2:12])=[O:8])([OH:3])=[O:2].C1(N=C=NC2CCCCC2)CCCCC1.[CH3:43][CH:44]([CH3:53])[C@@H:45]([C:47]1[CH:52]=[CH:51][CH:50]=[CH:49][CH:48]=1)O>ClCCl>[CH3:43][CH:44]([CH3:53])[C@@H:45]([C:47]1[CH:52]=[CH:51][CH:50]=[CH:49][CH:48]=1)[O:2][C:1](=[O:3])[CH2:4][N:5]1[CH2:27][CH2:26][CH2:25][C@H:6]1[C:7]([N:9]([CH2:18][C:19]1[CH:24]=[CH:23][CH:22]=[CH:21][CH:20]=1)[C:10](=[O:17])[C@H:11]([C@H:13]([CH2:15][CH3:16])[CH3:14])[NH2:12])=[O:8]. Procedure: Using the procedure described previously, a solution of L-isoleucine, N-[1-(carboxymethyl)-L-prolyl] benzylamide (298 mg, 0.73 mmol), 4-N,N-dimethylaminopyridine (95 mg, 0.77 mmol, 1.2 eq), 1,3-dicyclohexylcarbodiimide (243 mg, 1.18 mmol, 1.8 eq) in dichloromethane (10 mL) was treated with (S)-2-methyl-1-phenyl-1-propanol (100 mg, 0.64 mmol, 1.3 eq). After TLC indicated the reaction was complete, the mixture was purified by HPLC to provide 104 mg (32%) of L-isoleucine, N-[1-(2-(2-methyl-1-(S)-ph... Starting materials: O=C([O-])[O-], CN(C)C=O, NC(=O)c1sc(-n2cnc3ccc(O)cc32)nc1-c1cccc(Cl)c1, [Cs+], [Cs+], Cc1ccc(S(=O)(=O)OCCCN2CCCCC2)cc1. The product is NC(=O)c1sc(-n2cnc3ccc(OCCCN4CCCCC4)cc32)nc1-c1cccc(Cl)c1. RXN SMILES: [C:46](=[O:47])([O-:48])[O-:49].[CH3:52][N:53]([CH3:54])[CH:55]=[O:56].[Cl:1][c:2]1[cH:3][c:4](-[c:8]2[n:9][c:10](-[n:16]3[cH:17][n:18][c:19]4[c:20]3[cH:21][c:22]([OH:25])[cH:23][cH:24]4)[s:11][c:12]2[C:13](=[O:14])[NH2:15])[cH:5][cH:6][cH:7]1.[Cs+:50].[Cs+:51].[N:26]1([CH2:32][CH2:33][CH2:34][O:35][S:36]([c:37]2[cH:38][cH:39][c:40]([CH3:41])[cH:42][cH:43]2)(=[O:44])=[O:45])[CH2:27][CH2:28][CH2:29][CH2:30][CH2:31]1>>[Cl:1][c:2]1[cH:3][c:4](-[c:8]2[n:9][c:10](-[n:16]3[cH:17][n:18][c:19]4[c:20]3[cH:21][c:22]([O:25][CH2:34][CH2:33][CH2:32][N:26]3[CH2:27][CH2:28][CH2:29][CH2:30][CH2:31]3)[cH:23][cH:24]4)[s:11][c:12]2[C:13](=[O:14])[NH2:15])[cH:5][cH:6][cH:7]1.